This data is from the Open Reaction Database (ORD), a public repository of structured organic reaction records. The task is: describe an organic reaction: reactants, conditions, products, and yield The reactants are ClC1=CC=C(C2=CC=C(C(=C2)CC)NC(C)=O)C=C1 (N-(4′-chloro-3-ethylbiphen-4-yl)acetamide), Cl (hydrochloric acid). Solvent: O1CCOCC1 (dioxane). Product: ClC1=CC=C(C2=CC=C(C(=C2)CC)N)C=C1 (4′-chloro-3-ethylbiphen-4-ylamine). The yield is 97.1%. RXN SMILES: [Cl:1][C:2]1[CH:19]=[CH:18][C:5]([C:6]2[CH:11]=[C:10]([CH2:12][CH3:13])[C:9]([NH:14]C(=O)C)=[CH:8][CH:7]=2)=[CH:4][CH:3]=1.Cl>O1CCOCC1>[Cl:1][C:2]1[CH:19]=[CH:18][C:5]([C:6]2[CH:11]=[C:10]([CH2:12][CH3:13])[C:9]([NH2:14])=[CH:8][CH:7]=2)=[CH:4][CH:3]=1. Procedure: To a solution of N-(4′-chloro-3-ethylbiphen-4-yl)acetamide (18 g, 0.06 mol) in dioxane (126 ml), is added concentrated hydrochloric acid (36 ml) and the reaction mixture is refluxed for 2 hours. The dioxane is evaporated under reduced pressure. The residue is diluted with water, the solution made basic by addition of 2N aqueous potassium hydroxide solution and extracted with ethyl acetate (3×500 ml). The organic extracts are combined and concentrated under reduced pressure to give 4′-chloro-3-et... The reactants are ClC1=CC(=C(C=C1)C(CC(=O)C=1C=CC(N(C1)CCOCC)=O)C1=CC=C(C=C1)S(=O)(=O)C)C (5-(3-(4-chloro-2-methylphenyl)-3-(4-(methylsulfonyl)phenyl)propanoyl)-1-(2-ethoxyethyl)pyridin-2(1H)-one), Cl.NO (hydroxylamine hydrochloride), C(O)([O-])=O.[Na+] (sodium hydrogencarbonate). Product: ClC1=CC(=C(C=C1)C(C\C(=N/O)\C=1C=CC(N(C1)CCOCC)=O)C1=CC=C(C=C1)S(=O)(=O)C)C ((E)-5-(3-(4-Chloro-2-methylphenyl)-1-(hydroxyimino)-3-(4-(methylsulfonyl)phenyl)-propyl)-1-(2-ethoxyethyl)pyridin-2(1H)-one). Reaction SMILES: [Cl:1][C:2]1[CH:7]=[CH:6][C:5]([CH:8]([C:24]2[CH:29]=[CH:28][C:27]([S:30]([CH3:33])(=[O:32])=[O:31])=[CH:26][CH:25]=2)[CH2:9][C:10]([C:12]2[CH:13]=[CH:14][C:15](=[O:23])[N:16]([CH2:18][CH2:19][O:20][CH2:21][CH3:22])[CH:17]=2)=O)=[C:4]([CH3:34])[CH:3]=1.Cl.[NH2:36][OH:37].C(=O)([O-])O.[Na+]>>[Cl:1][C:2]1[CH:7]=[CH:6][C:5]([CH:8]([C:24]2[CH:25]=[CH:26][C:27]([S:30]([CH3:33])(=[O:31])=[O:32])=[CH:28][CH:29]=2)[CH2:9]/[C:10](/[C:12]2[CH:13]=[CH:14][C:15](=[O:23])[N:16]([CH2:18][CH2:19][O:20][CH2:21][CH3:22])[CH:17]=2)=[N:36]\[OH:37])=[C:4]([CH3:34])[CH:3]=1 |f:1.2,3.4|. Procedure details: In analogy to example 151, step 3, 5-(3-(4-chloro-2-methylphenyl)-3-(4-(methylsulfonyl)phenyl)propanoyl)-1-(2-ethoxyethyl)pyridin-2(1H)-one was reacted with hydroxylamine hydrochloride in the presence of sodium hydrogencarbonate to give the title compound as a colourless foam, MS (ESI+): m/z=517.1 [M+H]+. The reactants are ClCCl, O=S(Cl)Cl, CC(C(=O)O)c1cccc(C(=CCO)c2ccccc2)c1. The product is CC(C(=O)O)c1cccc(C(=CCCl)c2ccccc2)c1. Reaction SMILES: [CH2:26]([Cl:27])[Cl:28].[S:1]([Cl:2])([Cl:3])=[O:4].[c:5]1([C:11](=[CH:12][CH2:13][OH:14])[c:15]2[cH:16][c:17]([CH:21]([C:22](=[O:23])[OH:24])[CH3:25])[cH:18][cH:19][cH:20]2)[cH:6][cH:7][cH:8][cH:9][cH:10]1>>[Cl:3][CH2:13][CH:12]=[C:11]([c:5]1[cH:6][cH:7][cH:8][cH:9][cH:10]1)[c:15]1[cH:16][c:17]([CH:21]([C:22](=[O:23])[OH:24])[CH3:25])[cH:18][cH:19][cH:20]1.